describe an organic reaction: reactants, conditions, products, and yield From a dataset of the Open Reaction Database (ORD), a public repository of structured organic reaction records. Starting materials: ClC1=CC=C(C=C1)C=1N=C(OC1C1=CC=C(C=C1)Cl)CCCCCC#N (6-[4,5-bis(4-chlorophenyl)-2-oxazolyl]hexanenitrile), [N-]=[N+]=[N-].[Na+] (sodium azide), [Cl-].[NH4+] (ammonium chloride), [N-]=[N+]=[N-].[Na+] (Sodium azide), [Cl-].[NH4+] (ammonium chloride). Run in CN(C=O)C (dimethylformamide). Conditions: time 48 hour. Yields the product ClC1=CC=C(C=C1)C=1N=C(OC1C1=CC=C(C=C1)Cl)CCCCCC1=NN=NN1 (5-{5-[4,5-bis(4-chlorophenyl)-2-oxazolyl]pentyl}tetrazole). Isolated yield 45.0%. As a reaction SMILES: [Cl:1][C:2]1[CH:7]=[CH:6][C:5]([C:8]2[N:9]=[C:10]([CH2:20][CH2:21][CH2:22][CH2:23][CH2:24][C:25]#[N:26])[O:11][C:12]=2[C:13]2[CH:18]=[CH:17][C:16]([Cl:19])=[CH:15][CH:14]=2)=[CH:4][CH:3]=1.[N-:27]=[N+:28]=[N-:29].[Na+].[Cl-].[NH4+]>CN(C)C=O>[Cl:1][C:2]1[CH:3]=[CH:4][C:5]([C:8]2[N:9]=[C:10]([CH2:20][CH2:21][CH2:22][CH2:23][CH2:24][C:25]3[NH:29][N:28]=[N:27][N:26]=3)[O:11][C:12]=2[C:13]2[CH:18]=[CH:17][C:16]([Cl:19])=[CH:15][CH:14]=2)=[CH:6][CH:7]=1 |f:1.2,3.4|. Reported procedure: The procedure is as in Example 2, heating for 48 hours 2.4 g of 6-[4,5-bis(4-chlorophenyl)-2-oxazolyl]hexanenitrile, 1.2 g of sodium azide and 1 g of ammonium chloride in 45 cm3 of dimethylformamide. Sodium azide and ammonium chloride are added (in the same quantities as before) and the mixture is brought again to 105° C. for 48 hours. The reaction product is extracted as in the abovementioned example and crystallised in 80 cm3 of diisopropyl ether. 1.2 g of 5-{5-[4,5-bis(4-chlorophenyl)-2-oxazo... The reactants are C1COCCO1, COC(=O)c1cnc(N2CCN(S(=O)(=O)c3cccc4c(N(C)C)cccc34)CC2)s1, C[O-], CO, Cl, Cl, NO, [Na+]. The product is CN(C)c1cccc2c(S(=O)(=O)N3CCN(c4ncc(C(=O)NO)s4)CC3)cccc12. RXN SMILES: [CH2:41]1[O:42][CH2:43][CH2:44][O:45][CH2:46]1.[CH3:1][O:2][C:3](=[O:4])[c:5]1[cH:6][n:7][c:8]([N:10]2[CH2:11][CH2:12][N:13]([S:16](=[O:17])(=[O:18])[c:19]3[cH:20][cH:21][cH:22][c:23]4[c:24]([N:29]([CH3:30])[CH3:31])[cH:25][cH:26][cH:27][c:28]34)[CH2:14][CH2:15]2)[s:9]1.[CH3:35][O-:36].[CH3:38][OH:39].[ClH:32].[ClH:40].[NH2:33][OH:34].[Na+:37]>>[C:3](=[O:4])([c:5]1[cH:6][n:7][c:8]([N:10]2[CH2:11][CH2:12][N:13]([S:16](=[O:17])(=[O:18])[c:19]3[cH:20][cH:21][cH:22][c:23]4[c:24]([N:29]([CH3:30])[CH3:31])[cH:25][cH:26][cH:27][c:28]34)[CH2:14][CH2:15]2)[s:9]1)[NH:33][OH:34]. The reactants are Cc1c(C=O)cc(C(C)(C)C)c(O)c1I, ClCCCl, N#CCC#N. Product: Cc1c(C=C(C#N)C#N)cc(C(C)(C)C)c(O)c1I. Reaction SMILES: [C:1]([CH3:2])([CH3:3])([CH3:4])[c:5]1[cH:6][c:7]([CH:8]=[O:9])[c:10]([CH3:15])[c:11]([I:14])[c:12]1[OH:13].[CH2:21]([Cl:22])[CH2:23][Cl:24].[N:16]#[C:17][CH2:18][C:19]#[N:20]>>[C:1]([CH3:2])([CH3:3])([CH3:4])[c:5]1[cH:6][c:7]([CH:8]=[C:18]([C:17]#[N:16])[C:19]#[N:20])[c:10]([CH3:15])[c:11]([I:14])[c:12]1[OH:13]. Starting materials: O=C=Nc1ccccc1F, CC(C)C(=O)Nc1cccc(C2CCN(CCC(N)c3ccccc3)CC2)c1. The product is CC(C)C(=O)Nc1cccc(C2CCN(CCC(NC(=O)Nc3ccccc3F)c3ccccc3)CC2)c1. Reaction SMILES: [F:1][c:2]1[c:3]([N:8]=[C:9]=[O:10])[cH:4][cH:5][cH:6][cH:7]1.[NH2:11][CH:12]([CH2:13][CH2:14][N:15]1[CH2:16][CH2:17][CH:18]([c:21]2[cH:22][c:23]([NH:27][C:28]([CH:29]([CH3:30])[CH3:31])=[O:32])[cH:24][cH:25][cH:26]2)[CH2:19][CH2:20]1)[c:33]1[cH:34][cH:35][cH:36][cH:37][cH:38]1>>[F:1][c:2]1[c:3]([NH:8][C:9](=[O:10])[NH:11][CH:12]([CH2:13][CH2:14][N:15]2[CH2:16][CH2:17][CH:18]([c:21]3[cH:22][c:23]([NH:27][C:28]([CH:29]([CH3:30])[CH3:31])=[O:32])[cH:24][cH:25][cH:26]3)[CH2:19][CH2:20]2)[c:33]2[cH:34][cH:35][cH:36][cH:37][cH:38]2)[cH:4][cH:5][cH:6][cH:7]1. Reactants: O (water), [OH-].[Na+] (sodium hydroxide), O (water), solution, ClC=1C=C(C#N)C=CC1C (3-chloro-4-methylbenzonitrile), solution, [H-].[Al+3].[Li+].[H-].[H-].[H-] (lithium aluminum hydride). The solvent is O1CCCC1 (tetrahydrofuran), O1CCCC1 (tetrahydrofuran). Yields the product ClC=1C=C(CN)C=CC1C (3-chloro-4-methylbenzylamine). Isolated yield 84.7%. Reaction SMILES: [Cl:1][C:2]1[CH:3]=[C:4]([CH:7]=[CH:8][C:9]=1[CH3:10])[C:5]#[N:6].[H-].[Al+3].[Li+].[H-].[H-].[H-].O.[OH-].[Na+]>O1CCCC1>[Cl:1][C:2]1[CH:3]=[C:4]([CH:7]=[CH:8][C:9]=1[CH3:10])[CH2:5][NH2:6] |f:1.2.3.4.5.6,8.9|. Procedure details: 15 ml solution of 2.0 g 3-chloro-4-methylbenzonitrile in tetrahydrofuran was added dropwise into 40 ml solution of 453 mg lithium aluminum hydride in tetrahydrofuran in a nitrogen atmosphere. The mixture was heated under reflux for 2 hr and 10 min. The mixture was ice-cooled, and 0.45 ml water, 0.45 ml of 15% aqueous sodium hydroxide, and 1.35 ml water were added dropwise thereinto such that the solution was kept at 10° C. or less. The solution was filtered through Celite, and the resulting filt... Reactants: C([O-])(O)=O.[Na+] (sodium bicarbonate), C(C1=CC=CC=C1)NC(O)=O.N1CC(CC1)=O (3-pyrrolidinone benzyl carbamate), C1(=CC=C(C=C1)S(=O)(=O)O)C (p-toluenesulfonic acid), C(CCO)O (1,3-propanediol). The solvent is C1(=CC=CC=C1)C (toluene). Product: C(C1=CC=CC=C1)NC(O)=O.O1CCCOC12CNCC2 (1,5-dioxa-8-azaspiro[5.4]decane benzyl carbamate). As a reaction SMILES: [CH2:1]([NH:8][C:9](=[O:11])[OH:10])[C:2]1[CH:7]=[CH:6][CH:5]=[CH:4][CH:3]=1.[NH:12]1[CH2:16][CH2:15][C:14](=[O:17])[CH2:13]1.[CH2:18](O)[CH2:19][CH2:20][OH:21].C1(C)C=CC(S(O)(=O)=O)=CC=1.C(=O)(O)[O-].[Na+]>C1(C)C=CC=CC=1>[CH2:1]([NH:8][C:9](=[O:10])[OH:11])[C:2]1[CH:7]=[CH:6][CH:5]=[CH:4][CH:3]=1.[O:21]1[C:14]2([CH2:15][CH2:16][NH:12][CH2:13]2)[O:17][CH2:18][CH2:19][CH2:20]1 |f:0.1,4.5,7.8|. Reported procedure: Into a round bottom flask were placed 2.00 g (9.1 mmol) of 3-pyrrolidinone benzyl carbamate, from Example 1 Step 2, dissolved in 40 mL of toluene, 1.65 mL (22.8 mmol) of 1,3-propanediol and 0.09 g (0.46 mmol) of p-toluenesulfonic acid. The mixture was heated at 110°-125° C. for 48 hours. The solution was poured into 100 mL of 5% sodium bicarbonate solution, and the product was extracted into ethyl acetate, which was then dried over anhydrous sodium sulfate. The solvent was removed under vacuum, ... Starting materials: [N+](=O)([O-])C1=C(C=CC(=C1)[N+](=O)[O-])OC(F)(F)F (2,4-dinitro-1-trifluoromethoxy-benzene). Solvent: CC#N (CH3CN). The product is FC(OC1=C(C=C(C=C1)N)N)(F)F (4-Trifluoromethoxy-benzene-1,3-diamine). As a reaction SMILES: [N+:1]([C:4]1[CH:9]=[C:8]([N+:10]([O-])=O)[CH:7]=[CH:6][C:5]=1[O:13][C:14]([F:17])([F:16])[F:15])([O-])=O>CC#N>[F:15][C:14]([F:16])([F:17])[O:13][C:5]1[CH:6]=[CH:7][C:8]([NH2:10])=[CH:9][C:4]=1[NH2:1]. Procedure: 4-Trifluoromethoxy-benzene-1,3-diamine (D-4) was synthesized following the general scheme above starting from 2,4-dinitro-1-trifluoromethoxy-benzene. Yield (89%). HPLC ret. time 0.91 min, 10-99% CH3CN, 5 min run; ESI-MS 193.3 m/z (MH+). Reactants: O=C1C2=C(C=CC3=C1C=CC(=C3)C(C(=O)O)C)C=CC=C2 ((5-oxo-5H-dibenzo[a,d]cyclohepten-2yl)-propionic acid), CN(C=O)C (dimethylformamide), C(Cl)(Cl)Cl (chloroform), S(=O)(Cl)Cl (thionyl chloride). The solvent is CCCCCC.CCOCC (hexane ether). Reaction conditions: time 3 hour. Product: O=C1C2=C(C=CC3=C1C=CC(=C3)C(C(=O)OCCC(C)C)C)C=CC=C2 (isopentyl (5-oxo-5H-dibenzo[a,d]cyclohepten-2-yl)propionate). RXN SMILES: [O:1]=[C:2]1[C:8]2[CH:9]=[CH:10][C:11]([CH:13]([CH3:17])[C:14]([OH:16])=[O:15])=[CH:12][C:7]=2[CH:6]=[CH:5][C:4]2[CH:18]=[CH:19][CH:20]=[CH:21][C:3]1=2.C(Cl)(Cl)Cl.S(Cl)(Cl)=O.CN(C)C=O>CCCCCC.CCOCC>[O:1]=[C:2]1[C:8]2[CH:9]=[CH:10][C:11]([CH:13]([CH3:17])[C:14]([O:16][CH2:8][CH2:2][CH:3]([CH3:21])[CH3:4])=[O:15])=[CH:12][C:7]=2[CH:6]=[CH:5][C:4]2[CH:18]=[CH:19][CH:20]=[CH:21][C:3]1=2 |f:4.5|. Procedure: 1.0 G. of (5-oxo-5H-dibenzo[a,d]cyclohepten-2yl)-propionic acid is dissolved in 25 ml. of chloroform, and 1 ml. of thionyl chloride and 0.1 ml. of dimethylformamide are added thereto. The mixture is left for 3 hrs., then evaporated to dryness. The residue is dissolved in 20 ml. of benzene and evaporated to dryness. 0.5 G of the residue is dissolved in 5 ml. of acetonitrile containing 1.0 ml. of isopentylalcohol and 1.0 ml. of triethylamine. The mixture is left at room temperature for 16 hrs., th... Reactants: P(=O)(Cl)(Cl)Cl (phosphoryl chloride), ClC1=C(C=C(C=C1)N1C(NC(=CC1=O)C(F)(F)F)=O)C=C(C(=O)OCC)Cl (3-[4-chloro-3-(2-chloro-2-ethoxycarbonylethenyl)-phenyl]-2,4-dioxo-6-trifluoromethyl-1,2,3,4-tetrahydropyrimidine), CN(C=O)C (dimethylformamide). Reaction SMILES: P(Cl)(Cl)([Cl:3])=O.[Cl:6][C:7]1[CH:12]=[CH:11][C:10]([N:13]2[C:18](=[O:19])[CH:17]=[C:16]([C:20]([F:23])([F:22])[F:21])[NH:15][C:14]2=O)=[CH:9][C:8]=1[CH:25]=[C:26]([Cl:32])[C:27]([O:29][CH2:30][CH3:31])=[O:28].CN(C)C=O>ClCCl>[Cl:3][C:14]1[N:13]([C:10]2[CH:11]=[CH:12][C:7]([Cl:6])=[C:8]([CH:25]=[C:26]([Cl:32])[C:27]([O:29][CH2:30][CH3:31])=[O:28])[CH:9]=2)[C:18](=[O:19])[CH:17]=[C:16]([C:20]([F:21])([F:23])[F:22])[N:15]=1. Procedure: 13.8 ml of phosphoryl chloride were added dropwise to 12.6 g of 3-[4-chloro-3-(2-chloro-2-ethoxycarbonylethenyl)-phenyl]-2,4-dioxo-6-trifluoromethyl-1,2,3,4-tetrahydropyrimidine, and stirring was carried out for 2 hours at room temperature. Thereafter, 2.1 ml of dimethylformamide were added and stirring was continued for 15 hours at 110-115° C. The reaction mixture was evaporated down under reduced pressure, the residue was added to 150 ml of ice water and the mixture was extracted with twice 10... Run in petroleum ether, ClCCl (dichloromethane). The product is ClC1=NC(=CC(N1C1=CC(=C(C=C1)Cl)C=C(C(=O)OCC)Cl)=O)C(F)(F)F (2-Chloro-3-[4-chloro-3-(2-chloro-2-ethoxycarbonylethenyl)-phenyl]-4-oxo-6-trifluoromethyl-3,4-dihydropyrimidine). Conditions: time 2 hour.